Dataset: the Open Reaction Database (ORD), a public repository of structured organic reaction records. Task: describe an organic reaction: reactants, conditions, products, and yield The reactants are N(=NC(C(=O)[O-])(CC)C)C(C(=O)[O-])(CC)C (2,2′-azobis(methyl 2-methylpropionate)), N(=NC(C(=O)OC)(C)C)C(C(=O)OC)(C)C (V-601), OC1=CC=C(C=C)C=C1 (p-hydroxystyrene), C=CC1=CC=CC=C1 (styrene), C(C=C)(=O)OC12CC3CC(CC(C1)C3)C2 (1-adamantyl acrylate). The solvent is C(C)(C)O (isopropanol), O (water). Product: OC1=CC=C(C=C)C=C1.C=CC1=CC=CC=C1.C(C=C)(=O)OC12CC3CC(CC(C1)C3)C2 (p-hydroxystyrene styrene 1-adamantyl acrylate). As a reaction SMILES: [OH:1][C:2]1[CH:9]=[CH:8][C:5]([CH:6]=[CH2:7])=[CH:4][CH:3]=1.[CH2:10]=[CH:11][C:12]1[CH:17]=[CH:16][CH:15]=[CH:14][CH:13]=1.[C:18]([O:22][C:23]12[CH2:32][CH:27]3[CH2:28][CH:29]([CH2:31][CH:25]([CH2:26]3)[CH2:24]1)[CH2:30]2)(=[O:21])[CH:19]=[CH2:20].N(C(C)(CC)C([O-])=O)=NC(C)(CC)C([O-])=O.N(C(C)(C)C(OC)=O)=NC(C)(C)C(OC)=O>O.C(O)(C)C>[OH:1][C:2]1[CH:9]=[CH:8][C:5]([CH:6]=[CH2:7])=[CH:4][CH:3]=1.[CH2:10]=[CH:11][C:12]1[CH:17]=[CH:16][CH:15]=[CH:14][CH:13]=1.[C:18]([O:22][C:23]12[CH2:32][CH:27]3[CH2:28][CH:29]([CH2:31][CH:25]([CH2:26]3)[CH2:24]1)[CH2:30]2)(=[O:21])[CH:19]=[CH2:20] |f:7.8.9|. Procedure details: To 400 mL of isopropanol, 87.7 g of p-hydroxystyrene, 18.7 g of styrene and 18.6 g of 1-adamantyl acrylate were dissolved, then 10.0 g of 2,2′-azobis(methyl 2-methylpropionate) (V-601: trade name of a product from Wako Pure Chemicals Ind., Ltd.) was added and the solution reacted at 80° C. for 6 hours under nitrogen gas flow. After the reaction, said reaction liquid was poured into 10 L of water for precipitation, followed by filtering off deposited crystal, drying under reduced pressure, to obt... The reactants are CCOC(=O)C=O, CC(N)c1ccccc1, ClCCl. The product is CCOC(=O)C=NC(C)c1ccccc1. RXN SMILES: [C:10]([CH:11]=[O:12])(=[O:13])[O:14][CH2:15][CH3:16].[CH3:1][CH:2]([c:3]1[cH:4][cH:5][cH:6][cH:7][cH:8]1)[NH2:9].[Cl:17][CH2:18][Cl:19]>>[CH3:1][CH:2]([c:3]1[cH:4][cH:5][cH:6][cH:7][cH:8]1)[N:9]=[CH:11][C:10](=[O:13])[O:14][CH2:15][CH3:16]. Reactants: [BH4-], C=CCc1cccc(CC(NC(=O)OC(C)(C)C)C(=O)CCl)c1, CCO, Cl, [Na+]. Product: C=CCc1cccc(CC(NC(=O)OC(C)(C)C)C(O)CCl)c1. RXN SMILES: [BH4-:1].[C:3]([CH3:4])([CH3:5])([CH3:6])[O:7][C:8]([NH:9][CH:10]([C:11]([CH2:12][Cl:13])=[O:14])[CH2:15][c:16]1[cH:17][c:18]([CH2:22][CH:23]=[CH2:24])[cH:19][cH:20][cH:21]1)=[O:25].[CH3:27][CH2:28][OH:29].[ClH:26].[Na+:2]>>[C:3]([CH3:4])([CH3:5])([CH3:6])[O:7][C:8]([NH:9][CH:10]([CH:11]([CH2:12][Cl:13])[OH:14])[CH2:15][c:16]1[cH:17][c:18]([CH2:22][CH:23]=[CH2:24])[cH:19][cH:20][cH:21]1)=[O:25]. Reactants: C1(=CC=CC=C1)C(=O)C=1SC=C(N1)C1=CC=NC=C1 (1-phenyl-1-[4-(4-pyridyl)-2-thiazolyl]methanone), [BH4-].[Na+] (sodium borohydride). Run in CO (methanol). Run at time 1 hour. Yields the product C1(=CC=CC=C1)C(O)C=1SC=C(N1)C1=CC=NC=C1 (1-phenyl-1-[4-(4-pyridyl)-2-thiazolyl]methanol). Yield: 44.7%. Reaction SMILES: [C:1]1([C:7]([C:9]2[S:10][CH:11]=[C:12]([C:14]3[CH:19]=[CH:18][N:17]=[CH:16][CH:15]=3)[N:13]=2)=[O:8])[CH:6]=[CH:5][CH:4]=[CH:3][CH:2]=1.[BH4-].[Na+]>CO>[C:1]1([CH:7]([C:9]2[S:10][CH:11]=[C:12]([C:14]3[CH:15]=[CH:16][N:17]=[CH:18][CH:19]=3)[N:13]=2)[OH:8])[CH:2]=[CH:3][CH:4]=[CH:5][CH:6]=1 |f:1.2|. Procedure details: To a solution of 1-phenyl-1-[4-(4-pyridyl)-2-thiazolyl]methanone (675 g, 0.0025 mol) in methanol (40 mL) was added sodium borohydride (300 mg, 0.0079 mol) in portions and the mixture allowed to stir at room temperature for one hour. The reaction mixture was concentrated, diluted with water, and extracted with ether (3×25 mL). The combined extracts were washed with brine, dried over magnesium sulfate, concentrated, and chromatographed. Recrystallization from hexane/ethyl acetate afforded 1-phenyl... Reactants: Cl (hydrochloric acid), C(CCC)S (Butanethiol), C(C)N(CCN1N=C(C=2C1=NC1=CC(=CC=C1C2)OC)N)CC (1-[2-(diethylamino)ethyl]-7-methoxy-1H-pyrazolo[3,4-b]quinolin-3-amine), [H-].[Na+] (sodium hydride), CN(C=O)C (dimethylformamide). The product is NC=1NN(C2=NC3=CC(C=CC3=CC21)(O)OC)CCN(CC)CC (3-Amino-1-[2-(diethylamino)ethyl]-7-methoxy-1H-pyrazolo[3,4-b]quinolin-7-ol). As a reaction SMILES: C(S)CCC.[CH2:6]([N:8]([CH2:27][CH3:28])[CH2:9][CH2:10][N:11]1[C:15]2=[N:16][C:17]3[C:22]([CH:23]=[C:14]2[C:13]([NH2:26])=[N:12]1)=[CH:21][CH:20]=[C:19]([O:24][CH3:25])[CH:18]=3)[CH3:7].[H-].[Na+].Cl.CN(C)C=[O:35]>>[NH2:26][C:13]1[NH:12][N:11]([CH2:10][CH2:9][N:8]([CH2:6][CH3:7])[CH2:27][CH3:28])[C:15]2[C:14]=1[CH:23]=[C:22]1[C:17](=[CH:18][C:19]([O:24][CH3:25])([OH:35])[CH:20]=[CH:21]1)[N:16]=2 |f:2.3|. Procedure: Butanethiol (5.34 ml) was added to a mixture of 13.0 g 1-[2-(diethylamino)ethyl]-7-methoxy-1H-pyrazolo[3,4-b]quinolin-3-amine (Example 22) and 2.0 g sodium hydride in 150 ml dimethylformamide, and the reaction mixture was heated at reflux for about 16 hours. The resulting mixture was treated with 2N hydrochloric acid to pH 7-8, the volatile materials removed by distillation and evaporation, and the residue acidified with 2N hydrochloric acid and extracted with ethyl acetate. The aqueous layer wa...